This data is from the Open Reaction Database (ORD), a public repository of structured organic reaction records. The task is: describe an organic reaction: reactants, conditions, products, and yield Starting materials: 5a, C[C@H]1[C@@]([C@H]([C@@H](O1)O[C@@H]2[C@H]([C@@H]([C@H]([C@@H]([C@H]2O)O)NC(=N)N)O)NC(=N)N)O[C@H]3[C@H]([C@@H]([C@H]([C@@H](O3)CO)O)O)NC)(C=O)O (streptomycin), C(CN(CC(=O)O)CC(=O)O)N(CC(=O)O)CC(=O)O (EDTA), N[C@@H](CCC(N)=O)C(=O)O (L-glutamine), CC1([C@@H](N2[C@H](S1)[C@@H](C2=O)NC(=O)CC=3C=CC=CC3)C(=O)[O-])C.[K+] (penicillin), O=O (O2). Conditions: time 6 hour. Product: CCCSC=1C=CC2=C(C1)NC(=N2)NC(=O)OC (Albendazole). Reaction SMILES: N[C@H]([C:8]([OH:10])=[O:9])CCC(=O)N.CC1(C)[S:16][C@@H:15]2[C@H:17](NC(CC3C=CC=CC=3)=O)[C:18](=O)N2[C@H]1C([O-])=O.[K+].C[C@@H]1O[C@@H](O[C@H:42]2[C@H:47](O)[C@@H:46](O)[C@H:45](NC(N)=N)[C@@H:44](O)[C@@H:43]2[NH:55][C:56]([NH2:58])=[NH:57])[C@H](O[C@@H]2O[C@@H](CO)[C@H](O)[C@@H](O)[C@@H]2NC)[C@@]1(O)C=O.[CH2:75](N(CC(O)=O)CC(O)=O)CN(CC(O)=O)CC(O)=O.O=O>>[CH3:18][CH2:17][CH2:15][S:16][C:47]1[CH:46]=[CH:45][C:44]2[N:58]=[C:56]([NH:57][C:8]([O:10][CH3:75])=[O:9])[NH:55][C:43]=2[CH:42]=1 |f:1.2|. Reported procedure: SKOV-3 human cystadenocarcinoma cell line, obtained from the American Type Culture Collection (ATCC Accession No. HTB 77) were grown in McCoy's 5a medium with 1.5 mM L-glutamine, 100 units/ml penicillin, and 100 μg/ml streptomycin, supplemented with 10% FCS. Cells were grown to confluence and harvested by trypsinization with 0.25 mg/ml trypsin/EDTA and suspended in the medium before plating. These were then seeded (2×105) on plastic 6-well Corning culture plates. Cultures were maintained in a 37... Reactants: ClC1=CC=C(CNC(=O)C=2C(C3=C(N(C2)C)C=C(S3)CCl)=O)C=C1 (N-(4-chlorobenzyl)-2-(chloromethyl)-4-methyl-7-oxo-4,7-dihydrothieno[3,2-b]pyridine-6-carboxamide), CNC(CO)CC1=CC=CC=C1 (racemic 2-(methylamino)-3-phenylpropan-1-ol), C(C)(C)N(CC)C(C)C (diisopropylethylamine). The solvent is CN(C)C=O (DMF), O (water). Conditions: temperature 60 celsius, time 10 hour. Product: C(C1=CC=CC=C1)C(CO)N(C)CC1=CC=2N(C=C(C(C2S1)=O)C(=O)NCC1=CC=C(C=C1)Cl)C (2-{[(1-benzyl-2-hydroxyethyl)(methyl)amino]methyl}-N-(4-chlorobenzyl)-4-methyl-7-oxo-4,7-dihydrothieno[3,2-b]pyridine-6-carboxamide). The yield is 73.9%. Reaction SMILES: [Cl:1][C:2]1[CH:24]=[CH:23][C:5]([CH2:6][NH:7][C:8]([C:10]2[C:11](=[O:22])[C:12]3[S:19][C:18]([CH2:20]Cl)=[CH:17][C:13]=3[N:14]([CH3:16])[CH:15]=2)=[O:9])=[CH:4][CH:3]=1.[CH3:25][NH:26][CH:27]([CH2:30][C:31]1[CH:36]=[CH:35][CH:34]=[CH:33][CH:32]=1)[CH2:28][OH:29].C(N(C(C)C)CC)(C)C>CN(C=O)C.O>[CH2:30]([CH:27]([N:26]([CH2:20][C:18]1[S:19][C:12]2[C:11](=[O:22])[C:10]([C:8]([NH:7][CH2:6][C:5]3[CH:23]=[CH:24][C:2]([Cl:1])=[CH:3][CH:4]=3)=[O:9])=[CH:15][N:14]([CH3:16])[C:13]=2[CH:17]=1)[CH3:25])[CH2:28][OH:29])[C:31]1[CH:36]=[CH:35][CH:34]=[CH:33][CH:32]=1. Reported procedure: A mixture of N-(4-chlorobenzyl)-2-(chloromethyl)-4-methyl-7-oxo-4,7-dihydrothieno[3,2-b]pyridine-6-carboxamide (50 mg, 0.13 mmol), racemic 2-(methylamino)-3-phenylpropan-1-ol (Tetrahedron 2001, 57, 3425)(33 mg, 0.20 mmol) and diisopropylethylamine (35 μL, 0.20 mmol) in dry DMF (2.7 mL) was heated to 60° C., becoming a solution. The reaction was stirred for 10 hours at that temperature. After cooling to room temperature, the solution was diluted with water (7 mL). The resulting milky suspension w...